This data is from the Open Reaction Database (ORD), a public repository of structured organic reaction records. The task is: describe an organic reaction: reactants, conditions, products, and yield Starting materials: CN1CC2CC1CN2c1ccc(N)cc1, CN(C)C=O, COC=C1C(=O)NC(=O)c2ccc(I)cc21. Yields the product CN1CC2CC1CN2c1ccc(NC=C2C(=O)NC(=O)c3ccc(I)cc32)cc1. As a reaction SMILES: [CH3:1][N:2]1[CH:3]2[CH2:4][N:5]([c:9]3[cH:10][cH:11][c:12]([NH2:15])[cH:13][cH:14]3)[CH:6]([CH2:7]1)[CH2:8]2.[CH3:32][N:33]([CH3:34])[CH:35]=[O:36].[I:16][c:17]1[cH:18][c:19]2[c:24]([cH:25][cH:26]1)[C:23](=[O:27])[NH:22][C:21](=[O:28])[C:20]2=[CH:29][O:30][CH3:31]>>[CH3:1][N:2]1[CH:3]2[CH2:4][N:5]([c:9]3[cH:10][cH:11][c:12]([NH:15][CH:29]=[C:20]4[c:19]5[cH:18][c:17]([I:16])[cH:26][cH:25][c:24]5[C:23](=[O:27])[NH:22][C:21]4=[O:28])[cH:13][cH:14]3)[CH:6]([CH2:7]1)[CH2:8]2. The reactants are CC(C)(C)OC(=O)C1CCCN2CCCC(N)C(=O)N12, CC(C)(C)OC(=O)C1CCCN2CCCC(NC(=O)CCc3ccccc3)C(=O)N12. Yields the product CC(C)(C)OC(=O)C1CCCN2C(=O)CCC(NC(=O)CCc3ccccc3)C(=O)N12. As a reaction SMILES: [NH2:31][CH:32]1[C:33](=[O:39])[N:34]2[CH:35]([C:36]([O:37][C:38]([CH3:40])([CH3:41])[CH3:42])=[O:43])[CH2:44][CH2:45][CH2:46][N:47]2[CH2:48][CH2:49][CH2:50]1.[O:1]=[C:2]1[CH:3]([NH:20][C:21]([CH2:22][CH2:23][c:24]2[cH:25][cH:26][cH:27][cH:28][cH:29]2)=[O:30])[CH2:4][CH2:5][CH2:6][N:7]2[N:8]1[CH:9]([C:13](=[O:14])[O:15][C:16]([CH3:17])([CH3:18])[CH3:19])[CH2:10][CH2:11][CH2:12]2>>[O:1]=[C:2]1[CH:3]([NH:20][C:21]([CH2:22][CH2:23][c:24]2[cH:25][cH:26][cH:27][cH:28][cH:29]2)=[O:30])[CH2:4][CH2:5][C:6](=[O:39])[N:7]2[N:8]1[CH:9]([C:13](=[O:14])[O:15][C:16]([CH3:17])([CH3:18])[CH3:19])[CH2:10][CH2:11][CH2:12]2. The product is Cc1cccc(C#Cc2cnc3cc(C(C)(C)C)nn3c2)c1. Reactants: CC(C)(C)c1cc2ncc(Br)cn2n1, C#Cc1cccc(C)c1. As a reaction SMILES: [Br:1][c:2]1[cH:3][n:4][c:5]2[n:6]([cH:7]1)[n:8][c:9]([C:11]([CH3:12])([CH3:13])[CH3:14])[cH:10]2.[C:15](#[CH:16])[c:17]1[cH:18][c:19]([CH3:23])[cH:20][cH:21][cH:22]1>>[c:2]1([C:16]#[C:15][c:17]2[cH:18][c:19]([CH3:23])[cH:20][cH:21][cH:22]2)[cH:3][n:4][c:5]2[n:6]([cH:7]1)[n:8][c:9]([C:11]([CH3:12])([CH3:13])[CH3:14])[cH:10]2. Starting materials: CC(=O)[O-], ClCCl, COC(=O)c1ccc[nH]c1=O, OB(O)c1ccc(F)cc1, c1ccncc1. The product is COC(=O)c1cccn(-c2ccc(F)cc2)c1=O. Reaction SMILES: [CH3:22][C:23](=[O:24])[O-:25].[Cl:32][CH2:33][Cl:34].[O:1]=[c:2]1[nH:3][cH:4][cH:5][cH:6][c:7]1[C:8](=[O:9])[O:10][CH3:11].[OH:12][B:13]([OH:14])[c:15]1[cH:16][cH:17][c:18]([F:19])[cH:20][cH:21]1.[cH:26]1[cH:27][cH:28][n:29][cH:30][cH:31]1>>[O:1]=[c:2]1[n:3](-[c:15]2[cH:16][cH:17][c:18]([F:19])[cH:20][cH:21]2)[cH:4][cH:5][cH:6][c:7]1[C:8](=[O:9])[O:10][CH3:11]. Starting materials: BrC=1C=C(C=CC1)NC1=C(C=NC2=CC(=C(C=C12)OC)OC)C#N (4-[(3-bromophenyl)amino]-6,7-dimethoxy-3-quinolinecarbonitrile), Cl.N1=CC=CC=C1 (pyridine hydrochloride). Run in O (water). Reaction conditions: temperature 207 celsius. Product: BrC=1C=C(C=CC1)NC1=C(C=NC2=CC(=C(C=C12)O)O)C#N (4-[(3-bromophenyl)amino]-6,7-dihydroxy-3-quinolinecarbonitrile). Reaction SMILES: [Br:1][C:2]1[CH:3]=[C:4]([NH:8][C:9]2[C:18]3[C:13](=[CH:14][C:15]([O:21]C)=[C:16]([O:19]C)[CH:17]=3)[N:12]=[CH:11][C:10]=2[C:23]#[N:24])[CH:5]=[CH:6][CH:7]=1.Cl.N1C=CC=CC=1>O>[Br:1][C:2]1[CH:3]=[C:4]([NH:8][C:9]2[C:18]3[C:13](=[CH:14][C:15]([OH:21])=[C:16]([OH:19])[CH:17]=3)[N:12]=[CH:11][C:10]=2[C:23]#[N:24])[CH:5]=[CH:6][CH:7]=1 |f:1.2|. Reported procedure: 5.11 g of of 4-[(3-bromophenyl)amino]-6,7-dimethoxy-3-quinolinecarbonitrile and 30.74 g of pyridine hydrochloride were intimately mixed and then heated under nitrogen at 207° C. for an hour. On cooling the reaction was treated with about 100 ml of water and the solid was filtered. This solid was digested with methyl cellusolve and washed with ether to give 3.00 g of 4-[(3-bromophenyl)amino]-6,7-dihydroxy-3-quinolinecarbonitrile: mass spectrum (electrospray, m/e): M+H 356, 358.